describe an organic reaction: reactants, conditions, products, and yield From a dataset of the Open Reaction Database (ORD), a public repository of structured organic reaction records. The reactants are O=C1C=CCC1, COC(=O)CC(=O)OC, Cc1ccccc1, C1CN=C2NCCCN2C1. Yields the product COC(=O)C(C(=O)OC)C1CCC(=O)C1. Reaction SMILES: [C:1]1(=[O:6])[CH:2]=[CH:3][CH2:4][CH2:5]1.[C:7]([CH2:8][C:9](=[O:10])[O:11][CH3:12])(=[O:13])[O:14][CH3:15].[CH3:26][c:27]1[cH:28][cH:29][cH:30][cH:31][cH:32]1.[NH:16]1[CH2:17][CH2:18][CH2:19][N:20]2[CH2:21][CH2:22][CH2:23][N:24]=[C:25]12>>[C:1]1(=[O:6])[CH2:2][CH:3]([CH:8]([C:7](=[O:13])[O:14][CH3:15])[C:9](=[O:10])[O:11][CH3:12])[CH2:4][CH2:5]1. The reactants are n-butyllithium hexanes, C(C)#N (acetonitrile), C(C)(C)(C)OC(=O)NC1=CN=C(C=C1C(=O)OC)F (5-tert-butoxycarbonylamino-2-fluoro-isonicotinic acid, methyl ester). Solvent: O1CCCC1 (tetrahydrofuran), O1CCCC1 (tetrahydrofuran). Conditions: time 60 minute. The product is FC1=CC(=C(C=N1)NC(OC(C)(C)C)=O)C(CC#N)=O ([6-Fluoro-4-(3-nitrilo-propionyl)-pyridin-3-yl]-carbamic acid, tert-butyl ester). Reaction SMILES: [C:1](#[N:3])[CH3:2].[C:4]([O:8][C:9]([NH:11][C:12]1[C:17]([C:18]([O:20]C)=O)=[CH:16][C:15]([F:22])=[N:14][CH:13]=1)=[O:10])([CH3:7])([CH3:6])[CH3:5]>O1CCCC1>[F:22][C:15]1[N:14]=[CH:13][C:12]([NH:11][C:9](=[O:10])[O:8][C:4]([CH3:5])([CH3:6])[CH3:7])=[C:17]([C:18](=[O:20])[CH2:2][C:1]#[N:3])[CH:16]=1. Procedure: To 140 mL of 2.5 M n-butyllithium/hexanes in 300 mL of tetrahydrofuran at −78° C. was slowly added 14.4 g of anhydrous acetonitrile in 100 mL of tetrahydrofuran. After 30 minutes was added 32 g of 5-tert-butoxycarbonylamino-2-fluoro-isonicotinic acid, methyl ester in 100 mL of tetrahydrofaran. After a further 60 minutes, the reaction was quenched with 35 mL of glacial acetic acid. The reaction was diluted with equal volumes of ethyl acetate and saturated sodium bicarbonate and the aqueous phase ... The reactants are CN(C(CC1C(NC2=CC=CC=C2C1)=O)=O)C (N,N-dimethyl-2-oxo-1,2,3,4-tetrahydro-3-quinolineacetoamide), [OH-].[Na+] (sodium hydroxide). The solvent is Cl (hydrochloric acid). The product is CN(C)CCC1CNC2=CC=CC=C2C1 (3-[2-(N,N-Dimethylamino)ethyl]-1,2,3,4-tetrahydroquinoline). Yield: 75.1%. RXN SMILES: [CH3:1][N:2]([CH3:17])[C:3](=O)[CH2:4][CH:5]1[CH2:14][C:13]2[C:8](=[CH:9][CH:10]=[CH:11][CH:12]=2)[NH:7][C:6]1=O.[OH-].[Na+]>Cl>[CH3:1][N:2]([CH2:3][CH2:4][CH:5]1[CH2:14][C:13]2[C:8](=[CH:9][CH:10]=[CH:11][CH:12]=2)[NH:7][CH2:6]1)[CH3:17] |f:1.2|. Reported procedure: Borane-THF complex (1M; 15 ml) was added to N,N-dimethyl-2-oxo-1,2,3,4-tetrahydro-3-quinolineacetoamide (590 mg), which was heated under reflux for 3.5 hours. 6N hydrochloric acid (10 ml) was added to the reaction mixture, which was heated under reflux overnight. 6N sodium hydroxide was added to the reaction mixture to adjust pH to 7 and extracted with ethyl acetate. The organic layer was washed with a saturated aqueous sodium bicarbonate solution and a saturated aqueous sodium chloride solution... Starting materials: ClC1=C(C(=O)OC(C)C)C=C(C=C1)N=C=O (1-Methylethyl 2-chloro-5-isocyanatobenzoate), C(C)(C)O (isopropyl alcohol). Reagents/catalysts: C(C)N(CC)CC (triethylamine). Run in O1CCCC1 (tetrahydrofuran), O1CCCC1 (tetrahydrofuran). Conditions: time 8 hour. Product: ClC1=C(C(=O)OC(C)C)C=C(C=C1)NC(=O)OC(C)C (1-Methylethyl 2-chloro-5-[[1-methylethoxycarbonyl]amino]benzoate). RXN SMILES: [Cl:1][C:2]1[CH:13]=[CH:12][C:11]([N:14]=[C:15]=[O:16])=[CH:10][C:3]=1[C:4]([O:6][CH:7]([CH3:9])[CH3:8])=[O:5].[CH:17]([OH:20])([CH3:19])[CH3:18]>O1CCCC1.C(N(CC)CC)C>[Cl:1][C:2]1[CH:13]=[CH:12][C:11]([NH:14][C:15]([O:20][CH:17]([CH3:19])[CH3:18])=[O:16])=[CH:10][C:3]=1[C:4]([O:6][CH:7]([CH3:9])[CH3:8])=[O:5]. Procedure: 1-Methylethyl 2-chloro-5-isocyanatobenzoate (3 g, 0.013 mole) in tetrahydrofuran (5 ml) was added to isopropyl alcohol (5 ml) in tetrahydrofuran (5 ml). A few drops of triethylamine were added and the reaction mixture left at ambient temperature overnight. Removal of the solvent and crystallization from isopropyl alcohol gave the title compound, m.p. 108°-109° C. (2.7 g).